From a dataset of the Open Reaction Database (ORD), a public repository of structured organic reaction records. describe an organic reaction: reactants, conditions, products, and yield Reactants: C1(=CC=CC=C1)C(=O)NS(=O)(=O)C1=CC(=CC=C1)[N+](=O)[O-] (1-(phenylcarbonylaminosulphonyl)-3-nitrobenzene). Isolated yield 90.0%. Yields the product C1(=CC=CC=C1)C(=O)NS(=O)(=O)C1=CC(=CC=C1)N (1-(Phenylcarbonylaminosulphonyl)-3-aminobenzene). Solvent: C(C)O (ethanol), O (water). Reaction SMILES: [C:1]1([C:7]([NH:9][S:10]([C:13]2[CH:18]=[CH:17][CH:16]=[C:15]([N+:19]([O-])=O)[CH:14]=2)(=[O:12])=[O:11])=[O:8])[CH:6]=[CH:5][CH:4]=[CH:3][CH:2]=1>[Pd].O.C(O)C>[C:1]1([C:7]([NH:9][S:10]([C:13]2[CH:18]=[CH:17][CH:16]=[C:15]([NH2:19])[CH:14]=2)(=[O:12])=[O:11])=[O:8])[CH:6]=[CH:5][CH:4]=[CH:3][CH:2]=1. Procedure: In the same way as that described in Example 11, Step 2, using 1-(phenylcarbonylaminosulphonyl)-3-nitrobenzene (5.3 g, 17.3 mmol), 10% palladium on carbon (0.5 g, 9% (w/w)) in water (3 ml) and ethanol (100 ml), the title compound (4.3 g, 90%) was afforded as a yellow solid. mp 160°-162° C. 1H NMR (360 MHz, D6 -DMSO) δ 6.81 (1H, m), 7.07 (1H, m), 7.22 (2H, m), 7.48 (2H, m), 7.60 (1H, dd, J=7.4 and 7.4 Hz), 7.87 (2H, m). The reagents and catalysts are [Pd] (palladium on carbon). The reactants are COC([C@H](CCS(=O)(=O)C)NC(C1=CC(=CC=C1)S(=O)(=O)Cl)=O)=O ((2S)-2-(3-chlorosulfonyl-benzoylamino)-4-methylsulfonyl-butyric acid methyl ester), C(C=C)OC(=O)N1[C@@H](C[C@@H](C1)SC(=O)OC(C)(C)C)CN ((2S,4S)-2-aminomethyl-4-BOCsulfanyl-pyrollidine-1-carboxylic acid allyl ester), CCN(C(C)C)C(C)C ((iPr)2NEt). The solvent is C(Cl)Cl (CH2Cl2), C(Cl)Cl (CH2Cl2). Conditions: time 18 hour. Product: C(C=C)OC(=O)N1[C@@H](C[C@@H](C1)SC(=O)OC(C)(C)C)CNS(=O)(=O)C1=CC(=CC=C1)C(N[C@@H](CCSC)C(=O)OC)=O ((2S,4S)-4-BOCsulfanyl-2-{[3-([1S]-1-methoxycarbonyl-3-methylsulfanyl-propylcarbamoyl)-benzenesulfonylamino]-methyl }-pyrrolidine-1-carboxylic acid allyl ester). RXN SMILES: [CH3:1][O:2][C:3](=[O:24])[C@@H:4]([NH:11][C:12](=[O:23])[C:13]1[CH:18]=[CH:17][CH:16]=[C:15]([S:19](Cl)(=[O:21])=[O:20])[CH:14]=1)[CH2:5][CH2:6][S:7]([CH3:10])(=O)=O.[CH2:25]([O:28][C:29]([N:31]1[CH2:35][C@@H:34]([S:36][C:37]([O:39][C:40]([CH3:43])([CH3:42])[CH3:41])=[O:38])[CH2:33][C@H:32]1[CH2:44][NH2:45])=[O:30])[CH:26]=[CH2:27].CCN(C(C)C)C(C)C>C(Cl)Cl>[CH2:25]([O:28][C:29]([N:31]1[CH2:35][C@@H:34]([S:36][C:37]([O:39][C:40]([CH3:42])([CH3:41])[CH3:43])=[O:38])[CH2:33][C@H:32]1[CH2:44][NH:45][S:19]([C:15]1[CH:16]=[CH:17][CH:18]=[C:13]([C:12](=[O:23])[NH:11][C@H:4]([C:3]([O:2][CH3:1])=[O:24])[CH2:5][CH2:6][S:7][CH3:10])[CH:14]=1)(=[O:21])=[O:20])=[O:30])[CH:26]=[CH2:27]. Procedure: A solution of 15(a) (1.53 g. 4.18 mmol) in CH2Cl2 (20 mL) was added to a stirred solution of (2S,4S)-2-aminomethyl-4-BOCsulfanyl-pyrollidine-1-carboxylic acid allyl ester (15(b)) (prepared as described in International Patent Application WO 92/17480. see pages 39-41) (1.32 g. 4.18 mmol) and (iPr)2NEt (1.5 mL. 9.0 mmol) in CH2Cl2 (30 mL) at 0° C. under argon. The resulting solution was allowed to warm to room temperature and stirred for 18 hours. The reaction mixture was then washed with water (1... The reactants are [N-]=C=O (isocyanate), C(=O)([O-])[O-].[K+].[K+] (K2CO3), C(CCC)C1CCNCC1 (4-butylpiperidine), CC=1C=CC2=C(NC(CO2)=O)C1 (6-Methyl-4H-benzo[1,4]oxazin-3-one), ClCCCI (1-chloro-3-iodopropane), C(=O)([O-])[O-].[Cs+].[Cs+] (Cs2CO3). The product is C(CCC)C1CCN(CC1)CCCN1C(COC2=C1C=C(C=C2)C)=O (4-[3-(4-Butyl-piperidin-1-yl)-propyl]-6-methyl-4H-benzo[1,4]oxazin-3-one). Reaction conditions: temperature 60 celsius, time 16 hour. As a reaction SMILES: [CH3:1][C:2]1[CH:3]=[CH:4][C:5]2[O:10][CH2:9][C:8](=[O:11])[NH:7][C:6]=2[CH:12]=1.Cl[CH2:14][CH2:15][CH2:16]I.C([O-])([O-])=O.[Cs+].[Cs+].C([O-])([O-])=O.[K+].[K+].[CH2:30]([CH:34]1[CH2:39][CH2:38][NH:37][CH2:36][CH2:35]1)[CH2:31][CH2:32][CH3:33].[N-]=C=O>C(#N)C.ClCCl>[CH2:30]([CH:34]1[CH2:39][CH2:38][N:37]([CH2:14][CH2:15][CH2:16][N:7]2[C:6]3[CH:12]=[C:2]([CH3:1])[CH:3]=[CH:4][C:5]=3[O:10][CH2:9][C:8]2=[O:11])[CH2:36][CH2:35]1)[CH2:31][CH2:32][CH3:33] |f:2.3.4,5.6.7|. Run in ClCCl (Dichloromethane), C(C)#N (acetonitrile). Procedure details: 6-Methyl-4H-benzo[1,4]oxazin-3-one (82 mg, 0.5 mmol), 1-chloro-3-iodopropane (50 μl, 0.5 mmol) and Cs2CO3 (163 mg, 0.5 mmol) in acetonitrile (2 mL) were shaken at 50° C. for 24 h then the reaction mixture was concentrated in vacuo. The product (4-[3-chloropropyl]-6-methyl-4H-benzo[1,4]-oxazin-3-one) was purified on an Isco CombiFlash Sq 16× (4 g silica column, eluting 0-20% ethyl acetate in heptanes) then dissolved in acetonitrile (2 mL). K2CO3 (85 mg, 0.5 mmol) and 4-butylpiperidine (80 μl, 0.5... The reactants are O=C1CCC(=O)N1Br, Cc1c(C=O)ccn1S(=O)(=O)c1ccccc1, CN(C)C=O, O. Product: Cc1c(C=O)cc(Br)n1S(=O)(=O)c1ccccc1. As a reaction SMILES: [Br:18][N:19]1[C:20](=[O:21])[CH2:22][CH2:23][C:24]1=[O:25].[CH3:1][c:2]1[n:3]([S:9](=[O:10])(=[O:11])[c:12]2[cH:13][cH:14][cH:15][cH:16][cH:17]2)[cH:4][cH:5][c:6]1[CH:7]=[O:8].[CH3:27][N:28]([CH3:29])[CH:30]=[O:31].[OH2:26]>>[CH3:1][c:2]1[n:3]([S:9](=[O:10])(=[O:11])[c:12]2[cH:13][cH:14][cH:15][cH:16][cH:17]2)[c:4]([Br:18])[cH:5][c:6]1[CH:7]=[O:8]. Reactants: NC1=C(C=NN1C1=C(C=C(C=C1)F)F)C(C1=CC(=CC=C1)C=O)=O (5-amino-1-(2,4-difluorophenyl)-4-[3-formylbenzoyl] pyrazole), N1CCCCC1 (piperidine), C(C)(=O)O (acetic acid), C(C)(=O)O[BH-](OC(C)=O)OC(C)=O.[Na+] (sodium triacetoxyborohydride). The solvent is ClCCCl (1,2-dichloroethane), Cl (hydrochloric acid), C(C)(=O)OCC (ethyl acetate). Conditions: time 12 hour. The product is NC1=C(C=NN1C1=CC=C(C=C1)F)C(C1=CC(=CC=C1)CN1CCCCC1)=O (5-amino-1-(4-fluorophenyl)-4-[3-(1-piperidinylmethyl)benzoyl] pyrazole). The yield is 60.6%. As a reaction SMILES: [NH2:1][C:2]1[N:6]([C:7]2[CH:12]=[CH:11][C:10]([F:13])=[CH:9][C:8]=2F)[N:5]=[CH:4][C:3]=1[C:15](=[O:24])[C:16]1[CH:21]=[CH:20][CH:19]=[C:18]([CH:22]=O)[CH:17]=1.[NH:25]1[CH2:30][CH2:29][CH2:28][CH2:27][CH2:26]1.C(O)(=O)C.C(O[BH-](OC(=O)C)OC(=O)C)(=O)C.[Na+]>ClCCCl.Cl.C(OCC)(=O)C>[NH2:1][C:2]1[N:6]([C:7]2[CH:12]=[CH:11][C:10]([F:13])=[CH:9][CH:8]=2)[N:5]=[CH:4][C:3]=1[C:15](=[O:24])[C:16]1[CH:21]=[CH:20][CH:19]=[C:18]([CH2:22][N:25]2[CH2:30][CH2:29][CH2:28][CH2:27][CH2:26]2)[CH:17]=1 |f:3.4|. Procedure details: To a solution of 5-amino-1-(2,4-difluorophenyl)-4-[3-formylbenzoyl] pyrazole (0.3 g, 0.92 mmol), piperidine (0.1 ml, 1.0 mmol), acetic acid (0.05 ml) in 1,2-dichloroethane (5 ml) was added sodium triacetoxyborohydride (0.29 g, 1.37 mmol). After stirring at room temperature for 12 hours, the reaction was diluted with 10% hydrochloric acid and ethyl acetate (10 ml). The aqueous layer was separated and neutralized to pH 9 with sodium hydroxide and was then extracted with ethyl acetate. The combined... Reactants: [BH4-], CC(C)(C)[Si](C)(C)C#CCO[Si](C)(C)C(C)(C)C, CC(=O)O, CCO, [Na+], O, O, O, O. Yields the product CC(C)(C)[Si](C)(C)C=CCO[Si](C)(C)C(C)(C)C. As a reaction SMILES: [BH4-:9].[C:11]([CH3:12])([CH3:13])([CH3:14])[Si:15]([O:16][CH2:17][C:18]#[C:19][Si:20]([CH3:21])([CH3:22])[C:23]([CH3:24])([CH3:25])[CH3:26])([CH3:27])[CH3:28].[C:5]([OH:6])(=[O:7])[CH3:8].[CH3:29][CH2:30][OH:31].[Na+:10].[OH2:1].[OH2:2].[OH2:3].[OH2:4]>>[C:11]([CH3:12])([CH3:13])([CH3:14])[Si:15]([O:16][CH2:17][CH:18]=[CH:19][Si:20]([CH3:21])([CH3:22])[C:23]([CH3:24])([CH3:25])[CH3:26])([CH3:27])[CH3:28]. Starting materials: C1(=CC=CC=C1)OC (anisole), C(C)(=O)NC=1C=C(C=CC1)O (3-acetylaminophenol), product. Product: OC1=C(C=O)C=CC(=C1)NC(C)=O (2-hydroxy-4-acetylaminobenzaldehyde). As a reaction SMILES: [C:1]1([O:7]C)C=CC=CC=1.[C:9]([NH:12][C:13]1[CH:14]=[C:15]([OH:19])[CH:16]=[CH:17][CH:18]=1)(=[O:11])[CH3:10]>>[OH:19][C:15]1[CH:14]=[C:13]([NH:12][C:9](=[O:11])[CH3:10])[CH:18]=[CH:17][C:16]=1[CH:1]=[O:7]. Reported procedure: By operating according to Example 13, but using anisole as the solvent and a temperature of 100° C., and starting from 15.1 g of 3-acetylaminophenol, 9.0 g of a product (yield on the theoretical value=50%) having a melting point at 185°-186° C. were obtained. The reactants are COC(=O)c1ccc2cc[nH]c2c1, O=C1CCC(=O)N1Cl, ClCCl, O. Yields the product COC(=O)c1ccc2c(Cl)c[nH]c2c1. As a reaction SMILES: [CH3:1][O:2][C:3](=[O:4])[c:5]1[cH:6][cH:7][c:8]2[cH:9][cH:10][nH:11][c:12]2[cH:13]1.[Cl:14][N:15]1[C:16](=[O:17])[CH2:18][CH2:19][C:20]1=[O:21].[Cl:22][CH2:23][Cl:24].[OH2:25]>>[CH3:1][O:2][C:3](=[O:4])[c:5]1[cH:6][cH:7][c:8]2[c:9]([Cl:14])[cH:10][nH:11][c:12]2[cH:13]1.